From a dataset of the Open Reaction Database (ORD), a public repository of structured organic reaction records. describe an organic reaction: reactants, conditions, products, and yield Reactants: NC1=C(C=C(C=C1)Cl)C(C(F)(F)F)(C#C)O (2-(2-amino-5-chlorophenyl)-1,1,1-trifluoro-3-butyn-2-ol), C(=O)(N1C=NC=C1)N1C=NC=C1 (1,1'-carbonyldiimidazole). Run in C1CCOC1 (THF). Run at temperature 60 celsius. Product: ClC=1C=CC2=C(C(OC(N2)=O)(C(F)(F)F)C#C)C1 ((+/-) 6-chloro-4-ethynyl-4-(1,1,1-trifluoromethyl)-1,4-dihydro-2H-3,1-benzoxazin-2-one), solid. The yield is 58.4%. As a reaction SMILES: [NH2:1][C:2]1[CH:7]=[CH:6][C:5]([Cl:8])=[CH:4][C:3]=1[C:9]([OH:16])([C:14]#[CH:15])[C:10]([F:13])([F:12])[F:11].[C:17](N1C=CN=C1)(N1C=CN=C1)=[O:18]>C1COCC1>[Cl:8][C:5]1[CH:6]=[CH:7][C:2]2[NH:1][C:17](=[O:18])[O:16][C:9]([C:14]#[CH:15])([C:10]([F:13])([F:11])[F:12])[C:3]=2[CH:4]=1. Procedure: A THF solution of 2-(2-amino-5-chlorophenyl)-1,1,1-trifluoro-3-butyn-2-ol (5.0 g, 20.0 mmol in 225 mL THF) was treated with 1,1'-carbonyldiimidazole (13.0 g, 80.0 mmol) and heated in an oil bath at 60° C. for 17 h. The THF was removed in vacuo, the residue dissolved in ethyl acetate then washed with 10% citric acid, sodium bicarbonate, water and brine before drying over sodium sulfate. Following filtration and evaporation in vacuo the crude product was isolated (3.6 g) and recrystallized from et... Starting materials: ClC1=C(C#N)C=C(C=C1)C (2-chloro-5-methylbenzonitrile), BrN1C(CCC1=O)=O (N-bromosuccinimide). The reagents and catalysts are C(C1=CC=CC=C1)(=O)OOC(C1=CC=CC=C1)=O (dibenzoyl peroxide). Run in C1=CC=CC=C1 (benzene). The product is ClC1=C(C=C(CBr)C=C1)C#N (4-chloro-3-cyanobenzyl bromide). Yield: 30.4%. As a reaction SMILES: [Cl:1][C:2]1[CH:9]=[CH:8][C:7]([CH3:10])=[CH:6][C:3]=1[C:4]#[N:5].[Br:11]N1C(=O)CCC1=O>C1C=CC=CC=1.C(OOC(=O)C1C=CC=CC=1)(=O)C1C=CC=CC=1>[Cl:1][C:2]1[CH:9]=[CH:8][C:7]([CH2:10][Br:11])=[CH:6][C:3]=1[C:4]#[N:5]. Reported procedure: A mixture of 2-chloro-5-methylbenzonitrile (10.6 g, 69.9 mmol), N-bromosuccinimide (12.2 g, 68.5 mmol), and dibenzoyl peroxide (349 mg, 1.44 mmol) in benzene (350 ml) was refluxed 1.5 hours, cooled, and evaporated to dryness under vacuum. The residue was suspended in 7:3 (v/v) hexane-dichloromethane, filtered, and evaporated. The crude product was chromatographed on silica gel (650 g) eluted with 7:3 (v/v) hexane-dichloromethane to provide 4.8 g (30%) 4-chloro-3-cyanobenzyl bromide, m.p. 55°-58°... Reactants: CS(=O)(=O)OCCc1ccc(C#N)cc1, CC(C)(C)C(=O)CN1CC2CNCC(C1)O2, CC#N. The product is CC(C)(C)C(=O)CN1CC2CN(CCc3ccc(C#N)cc3)CC(C1)O2. RXN SMILES: [CH3:17][S:18]([O:19][CH2:22][CH2:23][c:24]1[cH:25][cH:26][c:27]([C:30]#[N:31])[cH:28][cH:29]1)(=[O:20])=[O:21].[CH3:1][C:2]([C:3]([CH2:4][N:5]1[CH2:6][CH:7]2[CH2:8][NH:9][CH2:10][CH:11]([CH2:12]1)[O:13]2)=[O:14])([CH3:15])[CH3:16].[CH3:32][C:33]#[N:34]>>[CH3:1][C:2]([C:3]([CH2:4][N:5]1[CH2:6][CH:7]2[CH2:8][N:9]([CH2:22][CH2:23][c:24]3[cH:25][cH:26][c:27]([C:30]#[N:31])[cH:28][cH:29]3)[CH2:10][CH:11]([CH2:12]1)[O:13]2)=[O:14])([CH3:15])[CH3:16]. Reactants: NC=1C=C(C=CC1O)C1=CC=CC=C1 (3-aminobiphenyl-4-ol), FC(C1=C(C=CC=C1)C1=CC=C(O1)C=O)(F)F (5-(2-(trifluoromethyl)phenyl)furan-2-carbaldehyde). Yields the product FC(C1=C(C=CC=C1)C1=CC=C(O1)C=NC=1C=C(C=CC1O)C1=CC=CC=C1)(F)F (3-{[5-(2-(trifluoromethyl)phenyl)furan-2-yl]methyleneamino}biphenyl-4-ol), powder. Isolated yield 34.0%. RXN SMILES: [NH2:1][C:2]1[CH:3]=[C:4]([C:9]2[CH:14]=[CH:13][CH:12]=[CH:11][CH:10]=2)[CH:5]=[CH:6][C:7]=1[OH:8].[F:15][C:16]([F:31])([F:30])[C:17]1[CH:22]=[CH:21][CH:20]=[CH:19][C:18]=1[C:23]1[O:27][C:26]([CH:28]=O)=[CH:25][CH:24]=1>>[F:31][C:16]([F:15])([F:30])[C:17]1[CH:22]=[CH:21][CH:20]=[CH:19][C:18]=1[C:23]1[O:27][C:26]([CH:28]=[N:1][C:2]2[CH:3]=[C:4]([C:9]3[CH:14]=[CH:13][CH:12]=[CH:11][CH:10]=3)[CH:5]=[CH:6][C:7]=2[OH:8])=[CH:25][CH:24]=1. Reported procedure: Using 3-aminobiphenyl-4-ol and 5-(2-(trifluoromethyl)phenyl)furan-2-carbaldehyde, 1.64 g of 3-{[5-(2-(trifluoromethyl)phenyl)furan-2-yl]methyleneamino}biphenyl-4-ol was obtained as an orange powder (yield 34%). Yields the product FC(C(=O)O)(F)F.N[C@@H]1C(N(CCCC1)C=1C=NC=CC1)=O ((S)-3-Amino-1-(pyridin-3-yl)azepan-2-one trifluoroacetate). RXN SMILES: [F:1][C:2]([F:7])([F:6])[C:3]([OH:5])=[O:4].[NH2:8][C@H:9]1[CH2:15][CH2:14][CH2:13][CH2:12][N:11]([C:16]2[CH:21]=[CH:20][CH:19]=C[C:17]=2OC)[C:10]1=[O:24].C([NH:28]C1C=NC=CC=1)C=C>>[F:1][C:2]([F:7])([F:6])[C:3]([OH:5])=[O:4].[NH2:8][C@H:9]1[CH2:15][CH2:14][CH2:13][CH2:12][N:11]([C:16]2[CH:17]=[N:28][CH:19]=[CH:20][CH:21]=2)[C:10]1=[O:24] |f:0.1,3.4|. Reactants: FC(C(=O)O)(F)F.N[C@@H]1C(N(CCCC1)C1=C(C=CC=C1)OC)=O ((S)-3-Amino-1-(2-methoxyphenyl)azepan-2-one trifluoroacetate), C(C=C)NC=1C=NC=CC1 (N-allylpyridin-3-amine). Reported procedure: (S)-3-Amino-1-(pyridin-3-yl)azepan-2-one trifluoroacetate (36 mg, 0.11 mmol) was synthesized as described for the preparation of Intermediate 62 using N-allylpyridin-3-amine in step A. Anal. Calcd. for C11H15N3O m/z 205.2. found: 206.1 (M+H)+. Reactants: C(C1=CC=C(C=C1)OC)#N (anisonitrile), C(C)(=S)N (thioacetamide), Cl (hydrogen chloride). The solvent is CN(C=O)C (dimethylformamide). Product: COC1=CC=C(C(=S)N)C=C1 (4-methoxythiobenzamide). The yield is 75.4%. RXN SMILES: [C:1](#[N:10])[C:2]1[CH:7]=[CH:6][C:5]([O:8][CH3:9])=[CH:4][CH:3]=1.C(N)(=[S:13])C.Cl>CN(C)C=O>[CH3:9][O:8][C:5]1[CH:6]=[CH:7][C:2]([C:1]([NH2:10])=[S:13])=[CH:3][CH:4]=1. Reported procedure: A mixture of 53.26 g of anisonitrile and 60.10 g of thioacetamide in 600 ml of dimethylformamide was saturated with dry hydrogen chloride gas while being cooled in an ice bath. The mixture was then distilled on an oil bath at 100° C. After the liquid had been removed, aqueous sodium bicarbonate was added and the solid was collected and recrystallized from toluene, giving 50.47 g of 4-methoxythiobenzamide as a yellow solid.